From a dataset of the Open Reaction Database (ORD), a public repository of structured organic reaction records. describe an organic reaction: reactants, conditions, products, and yield Starting materials: BrC1=C(C=CC=C1)CC(=O)OC (methyl ortho-bromophenylacetate), C(=O)OC (methyl formate), [H-].[Na+] (sodium hydride), BrC1=C(C=CC=C1)C(C(=O)OC)=CO (methyl 2-(2-bromophenyl)-3-hydroxypropenoate), C([O-])([O-])=O.[K+].[K+] (potassium carbonate), S(=O)(=O)(OC)OC (dimethyl sulphate). Solvent: CN(C)C=O (DMF), O (water), O (water), CN(C)C=O (DMF), CN(C)C=O (DMF). Run at time 3 hour. Product: BrC1=C(C=CC=C1)/C(/C(=O)OC)=C\OC ((E)-methyl 2-(2-bromophenyl)-3-methoxypropenoate). Yield: 84.0%. RXN SMILES: [Br:1][C:2]1[CH:7]=[CH:6][CH:5]=[CH:4][C:3]=1[CH2:8][C:9]([O:11][CH3:12])=[O:10].[CH:13]([O:15][CH3:16])=O.[H-].[Na+].BrC1C=CC=CC=1C(=CO)C(OC)=O.C(=O)([O-])[O-].[K+].[K+].S(OC)(OC)(=O)=O>CN(C=O)C.O>[Br:1][C:2]1[CH:7]=[CH:6][CH:5]=[CH:4][C:3]=1/[C:8](=[CH:13]\[O:15][CH3:16])/[C:9]([O:11][CH3:12])=[O:10] |f:2.3,5.6.7|. Reported procedure: A mixture of methyl ortho-bromophenylacetate (5.23 g) and methyl formate (27.46 g) in DMF(6 ml) was added dropwise to a stirred suspension of sodium hydride (1.10 g) in DMF (45 ml) at 0° to 5° C. (frothing). When thin-layer chromatography showed that reaction was complete, the mixture was poured into water, acidified and extracted with ether. The extracts were dried and concentrated to give crude methyl 2-(2-bromophenyl)-3-hydroxypropenoate (5.95 g) as a yellow liquid which was used directly in ...